describe an organic reaction: reactants, conditions, products, and yield From a dataset of the Open Reaction Database (ORD), a public repository of structured organic reaction records. Yields the product C(C)(=O)C1C(CCC(C1)C1=CC=NC=C1)=O (2-acetyl-4-(4-pyridyl)cyclohexanone). Solvent: CCCCCC (hexane), O1CCCC1 (tetrahydrofuran), O1CCCC1 (tetrahydrofuran), O1CCCC1 (tetrahydrofuran). Run at temperature -78 celsius. Procedure details: 3.2 ml of diisopropylamine was dissolved in 40 ml of tetrahydrofuran and 14.2 ml of a 1.6 M solution of n-butyllithium in hexane was added thereto at -20° C. A solution prepared by dissolving 2 g of 4-(4-pyridyl)cyclohexanone in 40 ml of tetrahydrofuran was further added thereto at -40° C. The obtained reaction mixture was cooled to -78° C. and 2.5 g of acetylimidazole dissolved in 40 ml of tetrahydrofuran was added thereto. After stirring at room temperature, the reaction mixture was poured ont... Yield: 66.5%. Reactants: solution, C(CCC)[Li] (n-butyllithium), N1=CC=C(C=C1)C1CCC(CC1)=O (4-(4-pyridyl)cyclohexanone), C(C)(C)NC(C)C (diisopropylamine), C(C)(=O)C=1NC=CN1 (acetylimidazole). Reaction SMILES: C(NC(C)C)(C)C.C([Li])CCC.[N:13]1[CH:18]=[CH:17][C:16]([CH:19]2[CH2:24][CH2:23][C:22](=[O:25])[CH2:21][CH2:20]2)=[CH:15][CH:14]=1.[C:26](C1NC=CN=1)(=[O:28])[CH3:27]>O1CCCC1.CCCCCC>[C:26]([CH:21]1[CH2:20][CH:19]([C:16]2[CH:17]=[CH:18][N:13]=[CH:14][CH:15]=2)[CH2:24][CH2:23][C:22]1=[O:25])(=[O:28])[CH3:27]. Reactants: C(C)(C)(C)OC(C(NC(=O)C1=CC=C2C(=CN=C(C2=C1)NC(=N)N)Cl)C(C)C)=O (N-[(4-Chloro-1-guanidino-7-isoquinolinyl)carbonyl]-DL-valine t-butyl ester), C(F)(F)(F)C(=O)O (CF3CO2H). Solvent: C1(=CC=CC=C1)C (PhMe). Conditions: time 1 hour. Product: FC(C(=O)O)(F)F.ClC1=CN=C(C2=CC(=CC=C12)C(=O)NC(C(C)C)C(=O)O)NC(=N)N (N-[(4-chloro-1-guanidino-7-isoquinolinyl)carbonyl]-DL-valine trifluoroacetate). RXN SMILES: C([O:5][C:6](=[O:29])[CH:7]([CH:26]([CH3:28])[CH3:27])[NH:8][C:9]([C:11]1[CH:20]=[C:19]2[C:14]([C:15]([Cl:25])=[CH:16][N:17]=[C:18]2[NH:21][C:22]([NH2:24])=[NH:23])=[CH:13][CH:12]=1)=[O:10])(C)(C)C.[C:30]([C:34]([OH:36])=[O:35])([F:33])([F:32])[F:31]>C1(C)C=CC=CC=1>[F:31][C:30]([F:33])([F:32])[C:34]([OH:36])=[O:35].[Cl:25][C:15]1[C:14]2[C:19](=[CH:20][C:11]([C:9]([NH:8][CH:7]([C:6]([OH:29])=[O:5])[CH:26]([CH3:28])[CH3:27])=[O:10])=[CH:12][CH:13]=2)[C:18]([NH:21][C:22]([NH2:24])=[NH:23])=[N:17][CH:16]=1 |f:3.4|. Reported procedure: A solution of N-[(4-Chloro-1-guanidino-7-isoquinolinyl)carbonyl]-DL-valine t-butyl ester (200 mg, 0.48 mmol) in CF3CO2H (1.5 mL) was stirred at 0° C. for 30 min, and at 23° C. for 1 h. The reaction mixture was diluted with PhMe, evaporated in vacuo, and the residue triturated with EtOAc to give N-[(4-chloro-1-guanidino-7-isoquinolinyl)carbonyl]-DL-valine trifluoroacetate (170 mg, 0.36 mmol) as a white solid. Starting materials: β, ArH, C(C)(=O)OC1CC[C@H](S1)CO[Si](C1=CC=CC=C1)(C1=CC=CC=C1)C(C)(C)C (1-O-Acetyl-5-O-t-butyldiphenylsilyl-4-thio-2,3-dideoxyribofuranose), ClC1=C2NC=NC2=NC=N1 (6-chloropurine), C1(=CC=CC=C1)C (toluene), [Cl-].C(C)[Al+]CC (diethylaluminum chloride), ArH. Run in C(C)#N (acetonitrile). Conditions: temperature 0 celsius, time 10 minute. Product: [Si](C1=CC=CC=C1)(C1=CC=CC=C1)(C(C)(C)C)OC[C@@H]1CCC(S1)N1C2=NC=NC(=C2N=C1)Cl (9-(5-O-t-Butyldiphenylsilyl-4-thio-2,3-dideoxy-D-ribofuranosyl)-6-chloropurine). As a reaction SMILES: C(O[CH:5]1[S:9][C@H:8]([CH2:10][O:11][Si:12]([C:25]([CH3:28])([CH3:27])[CH3:26])([C:19]2[CH:24]=[CH:23][CH:22]=[CH:21][CH:20]=2)[C:13]2[CH:18]=[CH:17][CH:16]=[CH:15][CH:14]=2)[CH2:7][CH2:6]1)(=O)C.[Cl:29][C:30]1[N:38]=[CH:37][N:36]=[C:35]2[C:31]=1[NH:32][CH:33]=[N:34]2.C1(C)C=CC=CC=1.[Cl-].C([Al+]CC)C>C(#N)C>[Si:12]([O:11][CH2:10][C@H:8]1[S:9][CH:5]([N:34]2[CH:33]=[N:32][C:31]3[C:35]2=[N:36][CH:37]=[N:38][C:30]=3[Cl:29])[CH2:6][CH2:7]1)([C:25]([CH3:27])([CH3:26])[CH3:28])([C:13]1[CH:14]=[CH:15][CH:16]=[CH:17][CH:18]=1)[C:19]1[CH:20]=[CH:21][CH:22]=[CH:23][CH:24]=1 |f:3.4|. Procedure: A mixture of 10 (0.43 g, 1.04 mmol) and 6-chloropurine (0.24 g, 1.56 mmol) in 17 mL acetonitrile was cooled to 0° C. and a 1.8 M toluene solution of diethylaluminum chloride (0.59 mL, 1.06 mmol) was added over 1 minute. Stirring was continued at 0° C. for 5 minutes and at 25° C. for 10 minutes. The reaction mixture was quenched by pouring into a mixture of 20 mL dichloromethane and 10 mL saturated NaHCO3. The organic phase was dried (MgSO4) and concentrated in vacuo. The residue was flash chroma... The reactants are CNC (dimethylamine), CN1N=C(C(=C1C(=O)Cl)[N+](=O)[O-])C (1,3-dimethyl-4-nitropyrazole--5-carboxylic acid chloride), C([O-])([O-])=O.[K+].[K+] (potassium carbonate). Run in C(Cl)Cl (methylene chloride). Run at time 20 minute. The product is CN(C(=O)C1=C(C(=NN1C)C)[N+](=O)[O-])C (N,N,1,3-tetramethyl-4-nitropyrazole-5-carboxamide). Reaction SMILES: [CH3:1][N:2]1[C:6]([C:7](Cl)=[O:8])=[C:5]([N+:10]([O-:12])=[O:11])[C:4]([CH3:13])=[N:3]1.[CH3:14][NH:15][CH3:16].C(=O)([O-])[O-].[K+].[K+]>C(Cl)Cl>[CH3:14][N:15]([CH3:16])[C:7]([C:6]1[N:2]([CH3:1])[N:3]=[C:4]([CH3:13])[C:5]=1[N+:10]([O-:12])=[O:11])=[O:8] |f:2.3.4|. Reported procedure: A solution of 40 g of 1,3-dimethyl-4-nitropyrazole--5-carboxylic acid chloride in 50 ml of methylene chloride is added dropwise at from 10° to 20° C., while cooling, to 43 g of a 40% strength aqueous solution of dimethylamine; stirring is continued for a further 20 minutes. The resulting mixture is rendered alkaline with potassium carbonate; the organic layer is separated off, and the aqueous phase is extracted by shaking it with methylene chloride. The organic solution is dried and concentrated...